Task: describe an organic reaction: reactants, conditions, products, and yield. Dataset: the Open Reaction Database (ORD), a public repository of structured organic reaction records The reactants are O=C([O-])O, ClCCCl, [Na+], CN(C)C=O, On1nnc2ccccc21, O=C(O)c1cccc(F)c1, Nc1ccc2c(c1)c(-c1nc3ccccc3[nH]1)nn2C1CCCCO1. The product is O=C(Nc1ccc2c(c1)c(-c1nc3ccccc3[nH]1)nn2C1CCCCO1)c1cccc(F)c1. Reaction SMILES: [C:25](=[O:26])([OH:27])[O-:28].[CH2:21]([Cl:22])[CH2:23][Cl:24].[Na+:29].[O:55]=[CH:56][N:57]([CH3:58])[CH3:59].[OH:11][n:12]1[c:13]2[c:14]([cH:15][cH:16][cH:17][cH:18]2)[n:19][n:20]1.[OH:1][C:2](=[O:3])[c:4]1[cH:5][cH:6][cH:7][c:8]([F:9])[cH:10]1.[nH:30]1[c:31](-[c:39]2[n:40][n:41]([CH:49]3[O:50][CH2:51][CH2:52][CH2:53][CH2:54]3)[c:42]3[cH:43][cH:44][c:45]([NH2:48])[cH:46][c:47]23)[n:32][c:33]2[c:34]1[cH:35][cH:36][cH:37][cH:38]2>>[C:2](=[O:3])([c:4]1[cH:5][cH:6][cH:7][c:8]([F:9])[cH:10]1)[NH:48][c:45]1[cH:44][cH:43][c:42]2[n:41]([CH:49]3[O:50][CH2:51][CH2:52][CH2:53][CH2:54]3)[n:40][c:39](-[c:31]3[n:30][c:34]4[c:33]([nH:32]3)[cH:38][cH:37][cH:36][cH:35]4)[c:47]2[cH:46]1. The reactants are O1CCC(CC1)N (Tetrahydro-2H-pyran-4-amine), [Si](C)(C)(C(C)(C)C)OC[C@H](C1=CC(=C(C=C1)F)Cl)N1C(C=C(C=C1)C1=NC(=NC=C1)S(=O)(=O)C)=O ((S)-1-(2-(tert-butyldimethylsilyloxy)-1-(3-chloro-4-fluorophenyl)ethyl)-4-(2-(methylsulfonyl)pyrimidin-4-yl)pyridin-2(1H)-one). Solvent: CC(=O)N(C)C (DMA), O (water). Run at temperature 120 celsius. Yields the product [Si](C)(C)(C(C)(C)C)OC[C@H](C1=CC(=C(C=C1)F)Cl)N1C(C=C(C=C1)C1=NC(=NC=C1)NC1CCOCC1)=O ((S)-1-(2-(tert-butyldimethylsilyloxy)-1-(3-chloro-4-fluorophenyl)ethyl)-4-(2-((tetrahydro-2H-pyran-4-yl)amino)pyrimidin-4-yl)pyridin-2(1H)-one). The yield is 92.1%. As a reaction SMILES: [O:1]1[CH2:6][CH2:5][CH:4]([NH2:7])[CH2:3][CH2:2]1.[Si:8]([O:15][CH2:16][C@@H:17]([N:26]1[CH:31]=[CH:30][C:29]([C:32]2[CH:37]=[CH:36][N:35]=[C:34](S(C)(=O)=O)[N:33]=2)=[CH:28][C:27]1=[O:42])[C:18]1[CH:23]=[CH:22][C:21]([F:24])=[C:20]([Cl:25])[CH:19]=1)([C:11]([CH3:14])([CH3:13])[CH3:12])([CH3:10])[CH3:9]>CC(N(C)C)=O.O>[Si:8]([O:15][CH2:16][C@@H:17]([N:26]1[CH:31]=[CH:30][C:29]([C:32]2[CH:37]=[CH:36][N:35]=[C:34]([NH:7][CH:4]3[CH2:5][CH2:6][O:1][CH2:2][CH2:3]3)[N:33]=2)=[CH:28][C:27]1=[O:42])[C:18]1[CH:23]=[CH:22][C:21]([F:24])=[C:20]([Cl:25])[CH:19]=1)([C:11]([CH3:14])([CH3:12])[CH3:13])([CH3:10])[CH3:9]. Reported procedure: Tetrahydro-2H-pyran-4-amine (0.45 g, 4.5 mmol) was added to (S)-1-(2-(tert-butyldimethylsilyloxy)-1-(3-chloro-4-fluorophenyl)ethyl)-4-(2-(methylsulfonyl)pyrimidin-4-yl)pyridin-2(1H)-one (0.48 g, 0.89 mmol) in DMA (4 mL) in a microwave vial. The mixture was heated at 120° C. for 1 hour in a microwave. The reaction mixture was diluted with water and extracted with EtOAc. The EtOAc was washed three times with dilute aqueous NaCl, water, twice with brine, dried over MgSO4, filtered, and evaporated t... Starting materials: Cc1ccc(S(=O)(=O)Sc2cc(C)c(CO)cc2C(C)(C)C)cc1, O=C([O-])[O-], [K+], [K+], CN(C)C=O, Cc1ncsc1CCC1(C(C)C)CC(O)=CC(=O)O1. Yields the product Cc1cc(SC2=C(O)CC(CCc3scnc3C)(C(C)C)OC2=O)c(C(C)(C)C)cc1CO. Reaction SMILES: [C:20]([CH3:21])([CH3:22])([CH3:23])[c:24]1[c:25]([S:33][S:34]([c:35]2[cH:36][cH:37][c:38]([CH3:39])[cH:40][cH:41]2)(=[O:42])=[O:43])[cH:26][c:27]([CH3:32])[c:28]([CH2:30][OH:31])[cH:29]1.[C:44](=[O:45])([O-:46])[O-:47].[K+:48].[K+:49].[O:50]=[CH:51][N:52]([CH3:53])[CH3:54].[OH:1][C:2]1=[CH:3][C:4](=[O:19])[O:5][C:6]([CH2:8][CH2:9][c:10]2[c:11]([CH3:15])[n:12][cH:13][s:14]2)([CH:16]([CH3:17])[CH3:18])[CH2:7]1>>[OH:1][C:2]1=[C:3]([S:33][c:25]2[c:24]([C:20]([CH3:21])([CH3:22])[CH3:23])[cH:29][c:28]([CH2:30][OH:31])[c:27]([CH3:32])[cH:26]2)[C:4](=[O:19])[O:5][C:6]([CH2:8][CH2:9][c:10]2[c:11]([CH3:15])[n:12][cH:13][s:14]2)([CH:16]([CH3:17])[CH3:18])[CH2:7]1. Reactants: C1C(CCC2=NC3=CC=CC=C3C(=C12)NC(CCC)=O)=O (N-(3,4-dihydroacridine-2(1H)one-9-yl)butanamide), [BH4-].[Na+] (sodium borohydride). Run in CO (methanol). Reaction conditions: time 12 hour. Product: C1C(CCC2=NC3=CC=CC=C3C(=C12)NC(CCC)=O)O (N-(1,2,3,4-tetrahydroacridin-2-ol-9-yl)butanamide). The yield is 76.5%. Reaction SMILES: [CH2:1]1[C:14]2[C:5](=[N:6][C:7]3[C:12]([C:13]=2[NH:15][C:16](=[O:20])[CH2:17][CH2:18][CH3:19])=[CH:11][CH:10]=[CH:9][CH:8]=3)[CH2:4][CH2:3][C:2]1=[O:21].[BH4-].[Na+]>CO>[CH2:1]1[C:14]2[C:5](=[N:6][C:7]3[C:12]([C:13]=2[NH:15][C:16](=[O:20])[CH2:17][CH2:18][CH3:19])=[CH:11][CH:10]=[CH:9][CH:8]=3)[CH2:4][CH2:3][CH:2]1[OH:21] |f:1.2|. Procedure: In 20 ml of methanol was dissolved 1 g of the compound of Example 52, and 0.14 g of sodium borohydride was added to the solution and reaction was carried out at room temperature for 12 hours. After removal of the solvent under reduced pressure, 30 ml of chloroform and 30 ml of water were added to the residue and the mixture was stirred. The chloroform layer was separated, dried over sodium sulfate and then condensed and crystallized from chloroform-ethyl acetate to give 0.77 g of the title compo... Starting materials: [I-].[Na+] (sodium iodide), C(C)(=O)O[C@H]1C[C@@H](CC2=CC[C@H]3[C@@H]4CC[C@H]([C@@H](COS(=O)(=O)C5=CC=C(C=C5)C)C)[C@]4(CC[C@@H]3[C@@]12C)C)OC(C)=O ((20S)-1α,3β-diacetoxy-20-methyl-21-p-toluenesulphonyloxy-pregn-5-ene). The reagents and catalysts are [Br-].C(CCCCCCCCCCCCCCC)[P+](CCCC)(CCCC)CCCC (hexadecyl-tri-n-butyl-phosphonium bromide). The solvent is O (water), C1(=CC=CC=C1)C (toluene). Yields the product C(C)(=O)O[C@H]1C[C@@H](CC2=CC[C@H]3[C@@H]4CC[C@H]([C@@H](CI)C)[C@]4(CC[C@@H]3[C@@]12C)C)OC(C)=O ((20S)-1α,3β-Diacetoxy-21-iodo-20-methyl-pregn-5-ene). Yield: 97.5%. RXN SMILES: [C:1]([O:4][C@@H:5]1[C@@:35]2([CH3:36])[C:9](=[CH:10][CH2:11][C@@H:12]3[C@@H:34]2[CH2:33][CH2:32][C@@:31]2([CH3:37])[C@H:13]3[CH2:14][CH2:15][C@@H:16]2[C@H:17]([CH3:30])[CH2:18]OS(C2C=CC(C)=CC=2)(=O)=O)[CH2:8][C@@H:7]([O:38][C:39](=[O:41])[CH3:40])[CH2:6]1)(=[O:3])[CH3:2].[I-:42].[Na+]>C1(C)C=CC=CC=1.[Br-].C([P+](CCCC)(CCCC)CCCC)CCCCCCCCCCCCCCC.O>[C:1]([O:4][C@@H:5]1[C@@:35]2([CH3:36])[C:9](=[CH:10][CH2:11][C@@H:12]3[C@@H:34]2[CH2:33][CH2:32][C@@:31]2([CH3:37])[C@H:13]3[CH2:14][CH2:15][C@@H:16]2[C@H:17]([CH3:30])[CH2:18][I:42])[CH2:8][C@@H:7]([O:38][C:39](=[O:41])[CH3:40])[CH2:6]1)(=[O:3])[CH3:2] |f:1.2,4.5|. Procedure: Second process. A solution of 23.4 g of (20S)-1α,3β-diacetoxy-20-methyl-21-p-toluenesulphonyloxy-pregn-5-ene in 260 ml of toluene is treated with 1.04 g of hexadecyl-tri-n-butyl-phosphonium bromide and a solution of 132 g of sodium iodide in 260 ml of water and the mixture is heated under reflux for 5 hours. After cooling, the organic phase is separated, washed with saturated sodium chloride solution, dried over sodium sulphate and evaporated at 30°/11 Torr. Chromatography of the residue on 270 ...